Task: describe an organic reaction: reactants, conditions, products, and yield. Dataset: the Open Reaction Database (ORD), a public repository of structured organic reaction records Solvent: CO (methanol), CN(C)C=O (DMF). As a reaction SMILES: [NH2:1][C:2]1[C:7]([C:8]([O:10][C:11]([CH3:14])([CH3:13])[CH3:12])=[O:9])=[C:6]([NH2:15])[C:5](Br)=[C:4]([O:17][CH2:18][CH3:19])[N:3]=1>CO.CN(C=O)C.C1(P(C2C=CC=CC=2)[C-]2C=CC=C2)C=CC=CC=1.[C-]1(P(C2C=CC=CC=2)C2C=CC=CC=2)C=CC=C1.[Fe+2].CC(O)=O.CC(O)=O.[Pd]>[NH2:1][C:2]1[C:7]([C:8]([O:10][C:11]([CH3:14])([CH3:13])[CH3:12])=[O:9])=[C:6]([NH2:15])[C:5]([C:8]([O:10][CH3:11])=[O:9])=[C:4]([O:17][CH2:18][CH3:19])[N:3]=1 |f:3.4.5,6.7.8|. The reactants are NC1=NC(=C(C(=C1C(=O)OC(C)(C)C)N)Br)OCC (2-Amino-3-Boc-amino-5-bromo-6-ethoxy-pyridine). The reagents and catalysts are C1(=CC=CC=C1)P([C-]1C=CC=C1)C1=CC=CC=C1.[C-]1(C=CC=C1)P(C1=CC=CC=C1)C1=CC=CC=C1.[Fe+2] (1,1′-bis-diphenylphosphino-ferrocene), CC(=O)O.CC(=O)O.[Pd] (palladium-II-acetate). Yields the product NC1=NC(=C(C(=O)OC)C(=C1C(=O)OC(C)(C)C)N)OCC (Methyl 6-amino-5-Boc-amino-2-ethoxy-nicotinate). Reported procedure: Prepared analogously to example 377e by carbonylation of the product obtained in (842c) using 1,1′-bis-diphenylphosphino-ferrocene, palladium-II-acetate and TEA in methanol and DMF. The reactants are N1CCCCC1 (piperidine), C([O-])([O-])=O.[K+].[K+] (potassium carbonate), [OH-].[K+] (Potassium hydroxide), CC=1C=C(C(=O)OC)C=CC1 (Methyl 3-methylbenzoate), BrN1C(CCC1=O)=O (N-bromosuccinimide), N(=NC(C#N)(C)C)C(C#N)(C)C (azobisisobutyronitrile). Solvent: O (water), CN(C=O)C (dimethylformamide), C(C)(=O)O (acetic acid), C(Cl)(Cl)Cl (chloroform), C(C)O (ethanol), O (water), C(Cl)(Cl)(Cl)Cl (carbon tetrachloride). Reaction conditions: time 24 hour. The product is N1(CCCCC1)CC=1C=C(C(=O)O)C=CC1 (3-piperidinomethylbenzoic acid). Isolated yield 37.1%. Reaction SMILES: [CH3:1][C:2]1[CH:3]=[C:4]([CH:9]=[CH:10][CH:11]=1)[C:5]([O:7]C)=[O:6].BrN1C(=O)CCC1=O.N(C(C)(C)C#N)=NC(C)(C)C#N.[NH:32]1[CH2:37][CH2:36][CH2:35][CH2:34][CH2:33]1.C(=O)([O-])[O-].[K+].[K+].[OH-].[K+]>C(Cl)(Cl)(Cl)Cl.CN(C)C=O.C(Cl)(Cl)Cl.C(O)(=O)C.C(O)C.O>[N:32]1([CH2:1][C:2]2[CH:3]=[C:4]([CH:9]=[CH:10][CH:11]=2)[C:5]([OH:7])=[O:6])[CH2:37][CH2:36][CH2:35][CH2:34][CH2:33]1 |f:4.5.6,7.8|. Reported procedure: Methyl 3-methylbenzoate (45.0 g), N-bromosuccinimide (53.4 g) and a catalitic amount of azobisisobutyronitrile were refluxed in carbon tetrachloride (500 ml) with stirring for 24 hours. The reaction mixture was filtered and the filtrate was concentrated under a vacuum. The residue was purified by silica gel column chromatography (hexane:ethyl acetate=20:1), thereby yielding an oil. The oil was dissolved in dimethylformamide (1.5 l) and the mixture, with piperidine (63.2 g) and potassium carbonat... Product: Cc1cc(C(=O)NCc2nc3cc(Br)cnc3[nH]2)ccc1C(=O)N1CC=CC1. Starting materials: F[B-](F)(F)F, NCc1nc2cc(Br)cnc2[nH]1, Cc1cc(C(=O)O)ccc1C(=O)N1CC=CC1, CCN(C(C)C)C(C)C, C1CCOC1, CN(C)C(On1nnc2ccccc21)=[N+](C)C. RXN SMILES: [B-:13]([F:14])([F:15])([F:16])[F:17].[Br:1][c:2]1[cH:3][c:4]2[c:5]([n:6][cH:7]1)[nH:8][c:9]([CH2:11][NH2:12])[n:10]2.[CH3:44][c:45]1[cH:46][c:47]([C:48](=[O:49])[OH:50])[cH:51][cH:52][c:53]1[C:54](=[O:55])[N:56]1[CH2:57][CH:58]=[CH:59][CH2:60]1.[CH:35]([N:36]([CH:37]([CH3:38])[CH3:39])[CH2:40][CH3:41])([CH3:42])[CH3:43].[O:61]1[CH2:62][CH2:63][CH2:64][CH2:65]1.[n:18]1([O:19][C:20]([N:21]([CH3:22])[CH3:23])=[N+:24]([CH3:25])[CH3:26])[c:27]2[cH:28][cH:29][cH:30][cH:31][c:32]2[n:33][n:34]1>>[Br:1][c:2]1[cH:3][c:4]2[c:5]([n:6][cH:7]1)[nH:8][c:9]([CH2:11][NH:12][C:48]([c:47]1[cH:46][c:45]([CH3:44])[c:53]([C:54](=[O:55])[N:56]3[CH2:57][CH:58]=[CH:59][CH2:60]3)[cH:52][cH:51]1)=[O:49])[n:10]2. Reactants: O=C(CC(=O)O)CC (3-oxopentanoic acid), CO (methanol). The product is O=C(CC(=O)OC)CC (methyl 3-oxopentanoate). As a reaction SMILES: [O:1]=[C:2]([CH2:7][CH3:8])[CH2:3][C:4]([OH:6])=[O:5].[CH3:9]O>>[O:1]=[C:2]([CH2:7][CH3:8])[CH2:3][C:4]([O:6][CH3:9])=[O:5]. Procedure details: The β-keto acid (14) is then esterified with an alkanol of formula R3 -OH to yield a β-keto ester (15). For example, 3-oxopentanoic acid is heated at reflux with methanol to yield methyl 3-oxopentanoate (15) (Scheme V, Step 3). The reactants are CCO, Cl, [Na+], [OH-], CCOC(=O)Cn1c(Cc2ccc(C(=N)N)cc2)nc2cc(NS(=O)(=O)c3ccccc3)ccc21. Yields the product N=C(N)c1ccc(Cc2nc3cc(NS(=O)(=O)c4ccccc4)ccc3n2CC(=O)O)cc1. As a reaction SMILES: [CH3:39][CH2:40][OH:41].[ClH:1].[Na+:38].[OH-:37].[c:2]1([S:8](=[O:9])(=[O:10])[NH:11][c:12]2[cH:13][c:14]3[c:15]([n:16]([CH2:29][C:30](=[O:31])[O:32][CH2:33][CH3:34])[c:17]([CH2:19][c:20]4[cH:21][cH:22][c:23]([C:24](=[NH:25])[NH2:26])[cH:27][cH:28]4)[n:18]3)[cH:35][cH:36]2)[cH:3][cH:4][cH:5][cH:6][cH:7]1>>[c:2]1([S:8](=[O:9])(=[O:10])[NH:11][c:12]2[cH:13][c:14]3[c:15]([n:16]([CH2:29][C:30](=[O:31])[OH:32])[c:17]([CH2:19][c:20]4[cH:21][cH:22][c:23]([C:24](=[NH:25])[NH2:26])[cH:27][cH:28]4)[n:18]3)[cH:35][cH:36]2)[cH:3][cH:4][cH:5][cH:6][cH:7]1.